This data is from the Open Reaction Database (ORD), a public repository of structured organic reaction records. The task is: describe an organic reaction: reactants, conditions, products, and yield Starting materials: [BH4-], CC(=O)[O-], CC(=O)[O-], CC(=O)[O-], CC(=O)[O-], CCCCc1noc(C(O)C(O)c2ccccc2)c1COc1ccc(C(=O)OC)cn1, [Na+], [Pb+4], c1ccccc1. Yields the product CCCCc1noc(CO)c1COc1ccc(C(=O)OC)cn1. Reaction SMILES: [BH4-:49].[C:32]([O-:33])(=[O:34])[CH3:35].[C:36]([O-:37])(=[O:38])[CH3:39].[C:40]([O-:41])(=[O:42])[CH3:43].[C:44]([O-:45])(=[O:46])[CH3:47].[CH3:1][O:2][C:3]([c:4]1[cH:5][n:6][c:7]([O:10][CH2:11][c:12]2[c:13]([CH2:27][CH2:28][CH2:29][CH3:30])[n:14][o:15][c:16]2[CH:17]([CH:18]([OH:19])[c:20]2[cH:21][cH:22][cH:23][cH:24][cH:25]2)[OH:26])[cH:8][cH:9]1)=[O:31].[Na+:50].[Pb+4:48].[cH:51]1[cH:52][cH:53][cH:54][cH:55][cH:56]1>>[CH3:1][O:2][C:3]([c:4]1[cH:5][n:6][c:7]([O:10][CH2:11][c:12]2[c:13]([CH2:27][CH2:28][CH2:29][CH3:30])[n:14][o:15][c:16]2[CH2:17][OH:26])[cH:8][cH:9]1)=[O:31]. Reactants: COC=1C=C2C=3C(/C(/CCC3N(C2=CC1)C)=C/C=1N=CNC1C)=O ((E)-1,2,3,9-tetrahydro-6-methoxy-9-methyl-3-[(5-methyl-1H-imidazol-4-yl)methylene]-4H-carbazol-4-one). The reagents and catalysts are [Pd]=O (palladium oxide). The solvent is C(C)O (ethanol), C(C)O (ethanol). Yields the product COC=1C=C2C=3C(C(CCC3N(C2=CC1)C)CC=1N=CNC1C)=O (1,2,3,9-Tetrahydro-6-methoxy-9-methyl-3-[(5-methyl-1H-imidazol-4-yl)methyl]-4H-carbazol-4-one). Yield: 99.4%. As a reaction SMILES: [CH3:1][O:2][C:3]1[CH:4]=[C:5]2[C:13](=[CH:14][CH:15]=1)[N:12]([CH3:16])[C:11]1[CH2:10][CH2:9]/[C:8](=[CH:17]\[C:18]3[N:19]=[CH:20][NH:21][C:22]=3[CH3:23])/[C:7](=[O:24])[C:6]2=1>C(O)C.[Pd]=O>[CH3:1][O:2][C:3]1[CH:4]=[C:5]2[C:13](=[CH:14][CH:15]=1)[N:12]([CH3:16])[C:11]1[CH2:10][CH2:9][CH:8]([CH2:17][C:18]3[N:19]=[CH:20][NH:21][C:22]=3[CH3:23])[C:7](=[O:24])[C:6]2=1. Procedure details: A solution of (E)-1,2,3,9-tetrahydro-6-methoxy-9-methyl-3-[(5-methyl-1H-imidazol-4-yl)methylene]-4H-carbazol-4-one (200 mg) in absolute ethanol (15 ml) was hydrogenated at room temperature and atmospheric pressure over a stirred suspension of 10% palladium oxide on carbon catalyst (50% aqueous paste; 100 mg) in absolute ethanol (5 ml). The mixture was filtered and evaporated to give a foam (ca. 200 mg) which was purified by FCC eluting with System A (200:10:1) to give the title compound (154 mg)... Starting materials: CS(=O)(=O)OCC1=CC=C(C=C1)C#CC(NC1=CC=C(C=C1)C1=CC=C(C=C1)OC)=O (4-[(4′-methoxybipheny-4-ylcarbamoyl)ethynyl]benzyl methanesulfonate), N1CCCCC1 (piperidine), ClCCl.C(C)O (dichloromethane ethanol). Procedure: Prepared analogously to Example 1.2.c. from 4-[(4′-methoxybipheny-4-ylcarbamoyl)ethynyl]benzyl methanesulfonate and piperidine. Yield: 5 mg (18.8% of theory); melting point: 170° C.; C28H28N2O2 (M=424.54); calc.: molecular ion peak (M+H)+: 425; found: molecular ion peak (M+H)+: 425; Rf value: 0.28 (silica gel, dichloromethane/ethanol (20:1)). Reaction SMILES: CS(O[CH2:6][C:7]1[CH:12]=[CH:11][C:10]([C:13]#[C:14][C:15](=[O:31])[NH:16][C:17]2[CH:22]=[CH:21][C:20](C3C=CC(OC)=CC=3)=[CH:19][CH:18]=2)=[CH:9][CH:8]=1)(=O)=O.[NH:32]1[CH2:37][CH2:36][CH2:35][CH2:34][CH2:33]1.ClCCl.[CH2:41]([OH:43])C>>[CH3:41][O:43][C:20]1[CH:19]=[CH:18][C:17]([NH:16][C:15](=[O:31])[C:14]#[C:13][C:10]2[CH:9]=[CH:8][C:7]([CH2:6][N:32]3[CH2:37][CH2:36][CH2:35][CH2:34][CH2:33]3)=[CH:12][CH:11]=2)=[CH:22][CH:21]=1 |f:2.3|. Product: COC1=CC=C(C=C1)NC(C#CC1=CC=C(C=C1)CN1CCCCC1)=O (3-(4-piperidin-1-ylmethylphenyl)propynoic acid-(4′-methoxyphenyl)amide). Starting materials: C(=O)C=1C=C2CCC(C2=CC1)NC(CC(C1=CC=CC=C1)NS(=O)(=O)C1=CC2=CC=CC=C2C=C1)=O (N-(5-formyl-indan-1-yl)-3-(naphthalen-2-yl-sulfonylamino)-3-phenyl-propionamide), N(C)C (Me2NH). Product: CN(C)CC=1C=C2CCC(C2=CC1)NC(CC(C1=CC=CC=C1)NS(=O)(=O)C1=CC2=CC=CC=C2C=C1)=O (N-(5-dimethylaminomethyl-indan-1-yl)-3-(naphthalen-2-yl-sulfonylamino)-3-phenyl-propionamide). Reaction SMILES: [CH:1]([C:3]1[CH:4]=[C:5]2[C:9](=[CH:10][CH:11]=1)[CH:8]([NH:12][C:13](=[O:36])[CH2:14][CH:15]([NH:22][S:23]([C:26]1[CH:35]=[CH:34][C:33]3[C:28](=[CH:29][CH:30]=[CH:31][CH:32]=3)[CH:27]=1)(=[O:25])=[O:24])[C:16]1[CH:21]=[CH:20][CH:19]=[CH:18][CH:17]=1)[CH2:7][CH2:6]2)=O.[NH:37]([CH3:39])[CH3:38]>>[CH3:38][N:37]([CH2:1][C:3]1[CH:4]=[C:5]2[C:9](=[CH:10][CH:11]=1)[CH:8]([NH:12][C:13](=[O:36])[CH2:14][CH:15]([NH:22][S:23]([C:26]1[CH:35]=[CH:34][C:33]3[C:28](=[CH:29][CH:30]=[CH:31][CH:32]=3)[CH:27]=1)(=[O:24])=[O:25])[C:16]1[CH:17]=[CH:18][CH:19]=[CH:20][CH:21]=1)[CH2:7][CH2:6]2)[CH3:39]. Reported procedure: The title compound was prepared from N-(5-formyl-indan-1-yl)-3-(naphthalen-2-yl-sulfonylamino)-3-phenyl-propionamide (Step G) and Me2NH, using essentially the same procedure described in Example 1, Step H, yielding a white solid. MS (ESI) m/z 528 (M+H)+.